Dataset: the Open Reaction Database (ORD), a public repository of structured organic reaction records. Task: describe an organic reaction: reactants, conditions, products, and yield Starting materials: CC(C)(C)c1ccc(CNCCc2cccc(C(F)(F)F)c2)cc1, ClCCCl, ClCCl, Cl, O=C(O)c1ccc(F)c2cc[nH]c12. Product: CC(C)(C)c1ccc(CN(CCc2cccc(C(F)(F)F)c2)C(=O)c2ccc(F)c3cc[nH]c23)cc1. Reaction SMILES: [C:14]([CH3:15])([CH3:16])([CH3:17])[c:18]1[cH:19][cH:20][c:21]([CH2:22][NH:23][CH2:24][CH2:25][c:26]2[cH:27][c:28]([C:32]([F:33])([F:34])[F:35])[cH:29][cH:30][cH:31]2)[cH:36][cH:37]1.[CH2:38]([Cl:39])[CH2:40][Cl:41].[Cl:43][CH2:44][Cl:45].[ClH:42].[F:1][c:2]1[c:3]2[cH:4][cH:5][nH:6][c:7]2[c:8]([C:11](=[O:12])[OH:13])[cH:9][cH:10]1>>[F:1][c:2]1[c:3]2[cH:4][cH:5][nH:6][c:7]2[c:8]([C:11](=[O:13])[N:23]([CH2:22][c:21]2[cH:20][cH:19][c:18]([C:14]([CH3:15])([CH3:16])[CH3:17])[cH:37][cH:36]2)[CH2:24][CH2:25][c:26]2[cH:27][c:28]([C:32]([F:33])([F:34])[F:35])[cH:29][cH:30][cH:31]2)[cH:9][cH:10]1. The reactants are NC1=NC=C(C=C1)SC (2-amino-5-(methylthio)pyridine), COC(NC(CCl)=O)=O (methyl(chloroacetyl)carbamate). Run in CN(C)P(=O)(N(C)C)N(C)C (HMPT). Conditions: temperature 100 celsius. Yields the product CSC=1C=CC=2N(C1)C=C(N2)NC(=O)OC (6-(Methylthio)imidazo[1,2-a]pyridine-2-carbamic acid, methyl ester). Reaction SMILES: [NH2:1][C:2]1[CH:7]=[CH:6][C:5]([S:8][CH3:9])=[CH:4][N:3]=1.[CH3:10][O:11][C:12](=[O:18])[NH:13][C:14](=O)[CH2:15]Cl>CN(P(N(C)C)(N(C)C)=O)C>[CH3:9][S:8][C:5]1[CH:6]=[CH:7][C:2]2[N:3]([CH:15]=[C:14]([NH:13][C:12]([O:11][CH3:10])=[O:18])[N:1]=2)[CH:4]=1. Procedure: A suspension of 2-amino-5-(methylthio)pyridine (0.667 mol) and methyl(chloroacetyl)carbamate (0.667 mol) in 325 ml of HMPT is heated at 100° C. for 5 hours. After dilution with 2000 ml of H2O, the product is collected by filtration, successively washed with H2O, MeOH and CH2Cl2, and dried. Starting materials: C(C)(=O)OC(C)=O (acetic anhydride), C(CC(=O)OCC)(=O)OCC (diethyl malonate), C(C)(OCC)(OCC)OCC (triethyl orthoacetate), C(C)(=O)OC(C)=O (acetic anhydride). Reagents/catalysts: [Cl-].[Zn+2].[Cl-] (zinc chloride). Run at temperature 140 celsius. Yields the product C(C)OC(C)=C(C(=O)OCC)C(=O)OCC (diethyl 2-(1-ethoxyethylidene)malonate). As a reaction SMILES: [C:1]([O:9][CH2:10][CH3:11])(=[O:8])[CH2:2][C:3]([O:5][CH2:6][CH3:7])=[O:4].[C:12](OCC)(OCC)([O:14][CH2:15][CH3:16])[CH3:13].C(OC(=O)C)(=O)C>[Cl-].[Zn+2].[Cl-]>[CH2:12]([O:14][C:15](=[C:2]([C:3]([O:5][CH2:6][CH3:7])=[O:4])[C:1]([O:9][CH2:10][CH3:11])=[O:8])[CH3:16])[CH3:13] |f:3.4.5|. Procedure: A mixture of diethyl malonate (4.8 mL), triethyl orthoacetate (17 mL), acetic anhydride (0.11 mL) and zinc chloride (1.2 g) was stirred at 140° C. To the mixture was added acetic anhydride (0.11 mL) each after 30, 90 and 120 minutes, and then stirred at the same temperature overnight. The reaction mixture was cooled to room temperature, and the insoluble material was removed by filtration. The filtrate was concentrated under reduced pressure, and the residue was purified by column chromatography... Starting materials: C(C)OC(=O)[C@H](CCC1=CC=CC=C1)N[C@@H](C)C(=O)N1[C@H](C(=O)O)CCC1 (N-(1(S)-ethoxycarbonyl-3-phenylpropyl)-L-alanyl-L-proline), C(\C=C/C(=O)O)(=O)O (maleic acid), [Na+].[Cl-] (NaCl). Run at temperature 5 celsius, time 1 hour. Yields the product C(\C=C/C(=O)O)(=O)O.C(C)OC(=O)[C@H](CCC1=CC=CC=C1)N[C@@H](C)C(=O)N1[C@H](C(=O)O)CCC1 (N-(1(S)-ethoxycarbonyl-3-phenylpropyl)-L-alanyl-L-proline maleate). RXN SMILES: [CH2:1]([O:3][C:4]([C@@H:6]([NH:15][C@H:16]([C:18]([N:20]1[CH2:27][CH2:26][CH2:25][C@H:21]1[C:22]([OH:24])=[O:23])=[O:19])[CH3:17])[CH2:7][CH2:8][C:9]1[CH:14]=[CH:13][CH:12]=[CH:11][CH:10]=1)=[O:5])[CH3:2].[C:28]([OH:35])(=[O:34])/[CH:29]=[CH:30]\[C:31]([OH:33])=[O:32].[Na+].[Cl-]>>[C:28]([OH:35])(=[O:34])/[CH:29]=[CH:30]\[C:31]([OH:33])=[O:32].[CH2:1]([O:3][C:4]([C@@H:6]([NH:15][C@H:16]([C:18]([N:20]1[CH2:27][CH2:26][CH2:25][C@H:21]1[C:22]([OH:24])=[O:23])=[O:19])[CH3:17])[CH2:7][CH2:8][C:9]1[CH:14]=[CH:13][CH:12]=[CH:11][CH:10]=1)=[O:5])[CH3:2] |f:2.3,4.5|. Reported procedure: The obtained 12% by weight aqueous solution of N-(1(S)-ethoxycarbonyl-3-phenylpropyl)-L-alanyl-L-proline was warmed to an inner temperature of 30° C. and thereto was added 10.73 g (93 mmol) of maleic acid with stirring. The stirring was continued for 1 hour under the same conditions and, then, the inner temperature was cooled down to 5° C. over 3 hours. To the mixture was added 62.05 g of NaCl and the stirring was continued for further 2 hours. The deposited crystal was taken out by filtration u... The reactants are COC1=CC=C(C=C1)[C@@H]1[C@H](CN[C@@H](C1)C=C1CCOCC1)OC(S(=O)(=O)C1=CC=C(C=C1)C)C=1C=CC2=C(N(CCO2)CCCOC)C1 (6-[(3R,4R,6S)-4-(4-methoxy-phenyl)-6-(tetrahydro-pyran-4-ylidenemethyl)-1-(toluene-4-sulfonyl)-piperidin-3-yloxymethyl]-4-(3-methoxy-propyl)-3,4-dihydro-2H-benzo[1,4]oxazine). Run in C(C)O (ethanol). The product is COC1=CC=C(C=C1)[C@@H]1[C@H](CN[C@@H](C1)CC1CCOCC1)OC(S(=O)(=O)C1=CC=C(C=C1)C)C=1C=CC2=C(N(CCO2)CCCOC)C1 (6-[(3R,4R,6R)-4-(4-Methoxy-phenyl)-6-(tetrahydro-pyran-4-ylmethyl)-1-(toluene-4-sulfonyl)-piperidin-3-yloxymethyl]-4-(3-methoxy-propyl)-3,4-dihydro-2H-benzo[1,4]oxazine). Reaction SMILES: [CH3:1][O:2][C:3]1[CH:8]=[CH:7][C:6]([C@H:9]2[CH2:14][C@@H:13]([CH:15]=[C:16]3[CH2:21][CH2:20][O:19][CH2:18][CH2:17]3)[NH:12][CH2:11][C@@H:10]2[O:22][CH:23]([C:34]2[CH:35]=[CH:36][C:37]3[O:42][CH2:41][CH2:40][N:39]([CH2:43][CH2:44][CH2:45][O:46][CH3:47])[C:38]=3[CH:48]=2)[S:24]([C:27]2[CH:32]=[CH:31][C:30]([CH3:33])=[CH:29][CH:28]=2)(=[O:26])=[O:25])=[CH:5][CH:4]=1>C(O)C>[CH3:1][O:2][C:3]1[CH:4]=[CH:5][C:6]([C@H:9]2[CH2:14][C@@H:13]([CH2:15][CH:16]3[CH2:21][CH2:20][O:19][CH2:18][CH2:17]3)[NH:12][CH2:11][C@@H:10]2[O:22][CH:23]([C:34]2[CH:35]=[CH:36][C:37]3[O:42][CH2:41][CH2:40][N:39]([CH2:43][CH2:44][CH2:45][O:46][CH3:47])[C:38]=3[CH:48]=2)[S:24]([C:27]2[CH:32]=[CH:31][C:30]([CH3:33])=[CH:29][CH:28]=2)(=[O:26])=[O:25])=[CH:7][CH:8]=1. Procedure: According to general procedure E (using ethanol as solvent), 6-[(3R,4R,6S)-4-(4-methoxy-phenyl)-6-(tetrahydro-pyran-4-ylidenemethyl)-1-(toluene-4-sulfonyl)-piperidin-3-yloxymethyl]-4-(3-methoxy-propyl)-3,4-dihydro-2H-benzo[1,4]oxazine is used to afford the title compound, which is identified based on its Rf value. The reactants are CO, CC1(C)CC(=O)C=C(Cl)C1, [I-], [K+], [Zn]. The product is CC1(C)CC=CC(=O)C1. Reaction SMILES: [CH3:13][OH:14].[Cl:1][C:2]1=[CH:3][C:4](=[O:10])[CH2:5][C:6]([CH3:8])([CH3:9])[CH2:7]1.[I-:12].[K+:11].[Zn:15]>>[CH:2]1=[CH:3][C:4](=[O:10])[CH2:5][C:6]([CH3:8])([CH3:9])[CH2:7]1.